Dataset: the Open Reaction Database (ORD), a public repository of structured organic reaction records. Task: describe an organic reaction: reactants, conditions, products, and yield The reactants are CS(=O)(=O)c1ccc(-c2nccs2)c(C(=O)O)c1, N#Cc1ccc(N2CCNCC2)cc1. Product: CS(=O)(=O)c1ccc(-c2nccs2)c(C(=O)N2CCN(c3ccc(C#N)cc3)CC2)c1. As a reaction SMILES: [CH3:15][S:16](=[O:17])(=[O:18])[c:19]1[cH:20][cH:21][c:22](-[c:28]2[s:29][cH:30][cH:31][n:32]2)[c:23]([C:24](=[O:25])[OH:26])[cH:27]1.[N:1]1([c:7]2[cH:8][cH:9][c:10]([C:11]#[N:12])[cH:13][cH:14]2)[CH2:2][CH2:3][NH:4][CH2:5][CH2:6]1>>[N:1]1([c:7]2[cH:8][cH:9][c:10]([C:11]#[N:12])[cH:13][cH:14]2)[CH2:2][CH2:3][N:4]([C:24]([c:23]2[c:22](-[c:28]3[s:29][cH:30][cH:31][n:32]3)[cH:21][cH:20][c:19]([S:16]([CH3:15])(=[O:17])=[O:18])[cH:27]2)=[O:25])[CH2:5][CH2:6]1. Starting materials: ClC1=NC=C(C(=O)NC2=CC=C(C=C2)OC(F)(F)F)C=C1C1=CC=NN1 (6-chloro-5-(1H-pyrazol-5-yl)-N-(4-(trifluoromethoxy)phenyl)nicotinamide), Cl.Cl.CO[C@H]1[C@@H](CNC1)N (trans-4-methoxypyrrolidin-3-amine dihydrochloride). Product: N[C@@H]1CN(C[C@H]1OC)C1=NC=C(C(=O)NC2=CC=C(C=C2)OC(F)(F)F)C=C1C1=CC=NN1 (6-(trans-3-Amino-4-methoxypyrrolidin-1-yl)-5-(1H-pyrazol-5-yl)-N-(4-(trifluoromethoxy)phenyl)nicotinamide). RXN SMILES: Cl[C:2]1[C:21]([C:22]2[NH:26][N:25]=[CH:24][CH:23]=2)=[CH:20][C:5]([C:6]([NH:8][C:9]2[CH:14]=[CH:13][C:12]([O:15][C:16]([F:19])([F:18])[F:17])=[CH:11][CH:10]=2)=[O:7])=[CH:4][N:3]=1.Cl.Cl.[CH3:29][O:30][C@@H:31]1[CH2:35][NH:34][CH2:33][C@H:32]1[NH2:36]>>[NH2:36][C@H:32]1[C@H:31]([O:30][CH3:29])[CH2:35][N:34]([C:2]2[C:21]([C:22]3[NH:26][N:25]=[CH:24][CH:23]=3)=[CH:20][C:5]([C:6]([NH:8][C:9]3[CH:10]=[CH:11][C:12]([O:15][C:16]([F:19])([F:18])[F:17])=[CH:13][CH:14]=3)=[O:7])=[CH:4][N:3]=2)[CH2:33]1 |f:1.2.3|. Procedure details: The title compound was prepared in an analogous fashion to that described in Example 38 using 6-chloro-5-(1H-pyrazol-5-yl)-N-(4-(trifluoromethoxy)phenyl)nicotinamide (Stage 38.1) and trans-4-methoxypyrrolidin-3-amine dihydrochloride (Stage 78.1) to afford a white solid. HPLC (Condition 7) tR=5.675 min, UPLC-MS (Condition 3) tR=0.78 min, m/z=463.2 [M+H]+; 1H-NMR (400 MHz, DMSO-d6) δ ppm 1.58 (br. s, 2H) 2.83-2.98 (m, 1H) 3.07-3.18 (m, 1H) 3.21 (s, 3H) 3.26-3.43 (m, 2H) 3.45-3.59 (m, 2H) 6.39 (br.... Starting materials: CCOC(=O)c1c(C)n(C)cc(-c2ccccc2)c1=O, [Na+], [OH-]. Yields the product Cc1c(C(=O)O)c(=O)c(-c2ccccc2)cn1C. RXN SMILES: [CH3:1][n:2]1[c:3]([CH3:20])[c:4]([C:5](=[O:6])[O:7][CH2:8][CH3:9])[c:10](=[O:19])[c:11](-[c:13]2[cH:14][cH:15][cH:16][cH:17][cH:18]2)[cH:12]1.[Na+:22].[OH-:21]>>[CH3:1][n:2]1[c:3]([CH3:20])[c:4]([C:5](=[O:6])[OH:7])[c:10](=[O:19])[c:11](-[c:13]2[cH:14][cH:15][cH:16][cH:17][cH:18]2)[cH:12]1. Starting materials: FC(S(=O)(=O)OC=1[C@H]2CC[C@@](C1)(C2(C)C)C)(F)F ((1S,4S)-4,7,7-trimethylbicyclo[2.2.1]hept-2-en-2-yl trifluoromethanesulfonate), COC(=O)[C@]12C(=C[C@H](CC1)C2(C)C)C2=C(C=C(C=C2OC)C(C)(CCCCCC)C)OC ((1R,4S)-methyl-2-(2,6-dimethoxy-4-(2-methyloctan-2-yl)phenyl)-7,7-dimethylbicyclo[2.2.1]hept-2-ene-1-carboxylate), pinacol arylboronate. The reagents and catalysts are C=1C=CC(=CC1)[P](C=2C=CC=CC2)(C=3C=CC=CC3)[Pd]([P](C=4C=CC=CC4)(C=5C=CC=CC5)C=6C=CC=CC6)([P](C=7C=CC=CC7)(C=8C=CC=CC8)C=9C=CC=CC9)[P](C=1C=CC=CC1)(C=1C=CC=CC1)C=1C=CC=CC1 (Pd(PPh3)4). The product is COC1=C(C(=CC(=C1)C(C)(CCCCCC)C)OC)C1=C[C@@]2(CC[C@H]1C2(C)C)C ((1S,4S)-3-(2,6-dimethoxy-4-(2-methyloctan-2-yl)phenyl)-1,7,7-trimethylbicyclo[2.2.1]hept-2-ene), oil. Yield: 78.0%. RXN SMILES: COC([C@@]12C(C)(C)[C@@H](CC1)C=C2[C:14]1[C:19]([O:20][CH3:21])=[CH:18][C:17]([C:22]([CH3:30])([CH2:24][CH2:25][CH2:26][CH2:27][CH2:28][CH3:29])[CH3:23])=[CH:16][C:15]=1[O:31][CH3:32])=O.FC(F)(F)S(O[C:39]1[C@@H:40]2[C:45]([CH3:47])([CH3:46])[C@:43]([CH3:48])([CH:44]=1)[CH2:42][CH2:41]2)(=O)=O>C1C=CC([P]([Pd]([P](C2C=CC=CC=2)(C2C=CC=CC=2)C2C=CC=CC=2)([P](C2C=CC=CC=2)(C2C=CC=CC=2)C2C=CC=CC=2)[P](C2C=CC=CC=2)(C2C=CC=CC=2)C2C=CC=CC=2)(C2C=CC=CC=2)C2C=CC=CC=2)=CC=1>[CH3:32][O:31][C:15]1[CH:16]=[C:17]([C:22]([CH3:23])([CH2:24][CH2:25][CH2:26][CH2:27][CH2:28][CH3:29])[CH3:30])[CH:18]=[C:19]([O:20][CH3:21])[C:14]=1[C:39]1[C@@H:40]2[C:45]([CH3:47])([CH3:46])[C@@:43]([CH3:48])([CH2:42][CH2:41]2)[CH:44]=1 |^1:54,56,75,94|. Procedure: The title compound was prepared by the general procedure described for compound 11a (HU-911), using pinacol arylboronate 3 (mixed with 4-alkyl resorcinol dimethylether 1) 0.755 g, enol triflate 19a 0.17 g (0.598 mmol), Pd(PPh3)4 0.041 g (0.036 mmol) and t-BuNF 0.9 ml (0.9 mmol, 1M solution in THF). The product was purified by silica gel column chromatography (petroleum ether/ether) to give oil 0.185 g (78%), which solidified upon standing at −20° C. mp 33-34° C.; 1H NMR (300 MHz, CDCl3) δ ppm 6.... Starting materials: CO, CC(C)OC(C)C, [K+], [OH-], COC(=O)C(=CC=Cc1cc2ccccc2[nH]1)OC. The product is COC(=CC=Cc1cc2ccccc2[nH]1)C(=O)O. Reaction SMILES: [CH3:29][OH:30].[CH:22]([O:23][CH:24]([CH3:25])[CH3:26])([CH3:27])[CH3:28].[K+:2].[OH-:1].[nH:3]1[c:4]([CH:12]=[CH:13][CH:14]=[C:15]([C:16](=[O:17])[O:18][CH3:19])[O:20][CH3:21])[cH:5][c:6]2[cH:7][cH:8][cH:9][cH:10][c:11]12>>[nH:3]1[c:4]([CH:12]=[CH:13][CH:14]=[C:15]([C:16](=[O:17])[OH:18])[O:20][CH3:21])[cH:5][c:6]2[cH:7][cH:8][cH:9][cH:10][c:11]12. Starting materials: B, CC(=O)c1cnc(C(F)F)nc1Cl, CCOCC, N, O. Product: CC(O)c1cnc(C(F)F)nc1Cl. As a reaction SMILES: [BH3:15].[C:1]([CH3:2])(=[O:3])[c:4]1[c:5]([Cl:13])[n:6][c:7]([CH:10]([F:11])[F:12])[n:8][cH:9]1.[CH3:17][CH2:18][O:19][CH2:20][CH3:21].[NH3:14].[OH2:16]>>[CH:1]([CH3:2])([OH:3])[c:4]1[c:5]([Cl:13])[n:6][c:7]([CH:10]([F:11])[F:12])[n:8][cH:9]1.